Dataset: the Open Reaction Database (ORD), a public repository of structured organic reaction records. Task: describe an organic reaction: reactants, conditions, products, and yield Reaction SMILES: [C:1](#[N:2])[c:3]1[cH:4][cH:5][c:6](-[c:9]2[cH:10][c:11]([N+:37]([O-:38])=[O:39])[c:12]([O:15][CH2:16][CH:17]3[CH2:18][CH:19]([CH2:32][C:33](=[O:34])[O:35][CH3:36])[C:20](=[O:31])[N:21]3[CH2:22][CH2:23][CH2:24][c:25]3[cH:26][cH:27][cH:28][cH:29][cH:30]3)[cH:13][cH:14]2)[cH:7][cH:8]1.[CH3:40][N:41]([CH3:42])[CH:43]=[O:44].[CH3:45][CH2:46][OH:47].[Pd:48]>>[C:1](#[N:2])[c:3]1[cH:4][cH:5][c:6](-[c:9]2[cH:10][c:11]([NH2:37])[c:12]([O:15][CH2:16][CH:17]3[CH2:18][CH:19]([CH2:32][C:33](=[O:34])[O:35][CH3:36])[C:20](=[O:31])[N:21]3[CH2:22][CH2:23][CH2:24][c:25]3[cH:26][cH:27][cH:28][cH:29][cH:30]3)[cH:13][cH:14]2)[cH:7][cH:8]1. Reactants: COC(=O)CC1CC(COc2ccc(-c3ccc(C#N)cc3)cc2[N+](=O)[O-])N(CCCc2ccccc2)C1=O, CN(C)C=O, CCO, [Pd]. Product: COC(=O)CC1CC(COc2ccc(-c3ccc(C#N)cc3)cc2N)N(CCCc2ccccc2)C1=O. Reactants: IC1=CN(C2=CC=C(C=C12)C1=NC(=NS1)NCC1=CC=C(C=C1)OC)S(=O)(=O)C1=CC=C(C)C=C1 (5-(3-iodo-1-tosyl-1H-indol-5-yl)-N-(4-methoxybenzyl)-1,2,4-thiadiazol-3-amine), C(C)(C)OC1=NC(=CC=C1)[Sn](CCCC)(CCCC)CCCC (2-isopropoxy-6-(tributylstannyl)pyridine). Reagents/catalysts: [Cu]I (CuI), C=1C=CC(=CC1)[P](C=2C=CC=CC2)(C=3C=CC=CC3)[Pd]([P](C=4C=CC=CC4)(C=5C=CC=CC5)C=6C=CC=CC6)([P](C=7C=CC=CC7)(C=8C=CC=CC8)C=9C=CC=CC9)[P](C=1C=CC=CC1)(C=1C=CC=CC1)C=1C=CC=CC1 (Pd(PPh3)4). Solvent: CN(C)C=O (DMF). Reaction conditions: temperature 90 celsius. The product is C(C)(C)OC1=CC=CC(=N1)C1=CN(C2=CC=C(C=C12)C1=NC(=NS1)NCC1=CC=C(C=C1)OC)S(=O)(=O)C1=CC=C(C)C=C1 (5-(3-(6-isopropoxypyridin-2-yl)-1-tosyl-1H-indol-5-yl)-N-(4-methoxybenzyl)-1,2,4-thiadiazol-3-amine). The yield is 43.4%. RXN SMILES: I[C:2]1[C:10]2[C:5](=[CH:6][CH:7]=[C:8]([C:11]3[S:15][N:14]=[C:13]([NH:16][CH2:17][C:18]4[CH:23]=[CH:22][C:21]([O:24][CH3:25])=[CH:20][CH:19]=4)[N:12]=3)[CH:9]=2)[N:4]([S:26]([C:29]2[CH:35]=[CH:34][C:32]([CH3:33])=[CH:31][CH:30]=2)(=[O:28])=[O:27])[CH:3]=1.[CH:36]([O:39][C:40]1[CH:45]=[CH:44][CH:43]=[C:42]([Sn](CCCC)(CCCC)CCCC)[N:41]=1)([CH3:38])[CH3:37]>CN(C=O)C.[Cu]I.C1C=CC([P]([Pd]([P](C2C=CC=CC=2)(C2C=CC=CC=2)C2C=CC=CC=2)([P](C2C=CC=CC=2)(C2C=CC=CC=2)C2C=CC=CC=2)[P](C2C=CC=CC=2)(C2C=CC=CC=2)C2C=CC=CC=2)(C2C=CC=CC=2)C2C=CC=CC=2)=CC=1>[CH:36]([O:39][C:40]1[N:41]=[C:42]([C:2]2[C:10]3[C:5](=[CH:6][CH:7]=[C:8]([C:11]4[S:15][N:14]=[C:13]([NH:16][CH2:17][C:18]5[CH:19]=[CH:20][C:21]([O:24][CH3:25])=[CH:22][CH:23]=5)[N:12]=4)[CH:9]=3)[N:4]([S:26]([C:29]3[CH:35]=[CH:34][C:32]([CH3:33])=[CH:31][CH:30]=3)(=[O:28])=[O:27])[CH:3]=2)[CH:43]=[CH:44][CH:45]=1)([CH3:38])[CH3:37] |^1:69,71,90,109|. Reported procedure: A solution of 5-(3-iodo-1-tosyl-1H-indol-5-yl)-N-(4-methoxybenzyl)-1,2,4-thiadiazol-3-amine (0.8 g, 1.29 mmol) and 2-isopropoxy-6-(tributylstannyl)pyridine (0.83 g, 1.95 mmol) in DMF (8 mL) was bubbled with Argon for 15 min. To the above mixture was added CuI (0.124 g, 0.65 mmol) and Pd(PPh3)4 (0.15 g, 0.13 mmol) and argon gas was purged for another 15 min. The reaction was heated at 90° C. for 1 h. The mixture was treated with ice cold water (20 mL) to obtain off white precipitate. The precipit...